From a dataset of the Open Reaction Database (ORD), a public repository of structured organic reaction records. describe an organic reaction: reactants, conditions, products, and yield Starting materials: N1CC(C1)COC1=NC(=NC=C1C1=CC=C(C=C1)N1CCOCC1)N[C@@H]1CC[C@@H](CC1)C (4-((azetidin-3-yl)methoxy)-N-(cis-4-methylcyclohexyl)-5-(4-morpholinophenyl)pyrimidin-2-amine), ClC(=O)OC (methyl chloroformate). Yields the product C[C@H]1CC[C@H](CC1)NC1=NC=C(C(=N1)OCC1CN(C1)C(=O)OC)C1=CC=C(C=C1)N1CCOCC1 (methyl 3-((2-(cis-4-methylcyclohexylamino)-5-(4-morpholinophenyl)pyrimidin-4-yloxy)methyl)azetidine-1-carboxylate). Yield: 83.0%. Reaction SMILES: [NH:1]1[CH2:4][CH:3]([CH2:5][O:6][C:7]2[C:12]([C:13]3[CH:18]=[CH:17][C:16]([N:19]4[CH2:24][CH2:23][O:22][CH2:21][CH2:20]4)=[CH:15][CH:14]=3)=[CH:11][N:10]=[C:9]([NH:25][C@H:26]3[CH2:31][CH2:30][C@@H:29]([CH3:32])[CH2:28][CH2:27]3)[N:8]=2)[CH2:2]1.Cl[C:34]([O:36][CH3:37])=[O:35]>>[CH3:32][C@@H:29]1[CH2:30][CH2:31][C@H:26]([NH:25][C:9]2[N:8]=[C:7]([O:6][CH2:5][CH:3]3[CH2:2][N:1]([C:34]([O:36][CH3:37])=[O:35])[CH2:4]3)[C:12]([C:13]3[CH:14]=[CH:15][C:16]([N:19]4[CH2:20][CH2:21][O:22][CH2:23][CH2:24]4)=[CH:17][CH:18]=3)=[CH:11][N:10]=2)[CH2:27][CH2:28]1. Procedure: Using the procedure of Example 1 Step 5, 4-((azetidin-3-yl)methoxy)-N-(cis-4-methylcyclohexyl)-5-(4-morpholinophenyl)pyrimidin-2-amine was reacted with methyl chloroformate to provide the title compound at 83% yield. 1H NMR (CDCl3, 400 MHz) 8.10 (s, 1H), 7.35 (d, 2H), 6.92 (d, 2H), 5.16 (sb, 1H), 4.47 (d, 2H), 4.12-4.08 (m, 3H), 3.88-3.84 (m, 6H), 3.67 (s, 3H), 3.20-3.18 (m, 4H), 3.10-2.90 (m, 1H), 1.85-1.52 (m, 6H), 1.30-1.20 (m, 3H), 0.94 (d, 3H); MS (ESI) m/z: Calc: 495.3 (M+). Found. 496.3 (... Reactants: [O-]CC.[Na+] (Sodium ethoxide), O=C1C(CN(CC1)C(=O)OC(C)(C)C)C(=O)OC (1-tert-butyl 3-methyl 4-oxopiperidine-1,3-dicarboxylate), O1C=NC=C1C1=CC=C(C=C1)NC(=N)N (1-(4-(oxazol-5-yl)phenyl)guanidine). The solvent is C(C)O (ethanol), C(C)O (ethanol). Conditions: temperature 100 celsius. Product: OC=1C2=C(N=C(N1)NC1=CC=C(C=C1)C1=CN=CO1)CCN(C2)C(=O)OC(C)(C)C (tert-butyl 4-hydroxy-2-(4-(oxazol-5-yl)phenylamino)-7,8-dihydropyrido[4,3-d]pyrimidine-6(5H)-carboxylate). Isolated yield 75.6%. Reaction SMILES: [O-]CC.[Na+].O=[C:6]1[CH2:11][CH2:10][N:9]([C:12]([O:14][C:15]([CH3:18])([CH3:17])[CH3:16])=[O:13])[CH2:8][CH:7]1[C:19]([O:21]C)=O.[O:23]1[C:27]([C:28]2[CH:33]=[CH:32][C:31]([NH:34][C:35]([NH2:37])=[NH:36])=[CH:30][CH:29]=2)=[CH:26][N:25]=[CH:24]1>C(O)C>[OH:21][C:19]1[C:7]2[CH2:8][N:9]([C:12]([O:14][C:15]([CH3:16])([CH3:17])[CH3:18])=[O:13])[CH2:10][CH2:11][C:6]=2[N:37]=[C:35]([NH:34][C:31]2[CH:32]=[CH:33][C:28]([C:27]3[O:23][CH:24]=[N:25][CH:26]=3)=[CH:29][CH:30]=2)[N:36]=1 |f:0.1|. Procedure details: Sodium ethoxide (0.106 g, 1.55 mmol) was added to 1-tert-butyl 3-methyl 4-oxopiperidine-1,3-dicarboxylate (0.400 g, 1.55 mmol, Example 3c) and 1-(4-(oxazol-5-yl)phenyl)guanidine (obtained from Example 1e, 0.314 g, 1.55 mmol) in ethanol (4 mL) and heated in a microwave reactor at 100° C. for 15 minutes. The suspension was diluted with ethanol (5 mL) and the precipitated product was filtered off and washed with cold ethanol to give tert-butyl 4-hydroxy-2-(4-(oxazol-5-yl)phenylamino)-7,8-dihydropyr... Reaction SMILES: Br[C:2]1[C:3]([O:22][CH2:23][C:24]([F:27])([F:26])[F:25])=[N:4][C:5]([C:18]([F:21])([F:20])[F:19])=[C:6]([CH:17]=1)[C:7]([NH:9][C@@H:10]1[CH2:15][CH2:14][CH2:13][CH2:12][C@H:11]1[OH:16])=[O:8].[CH3:28][S:29]([NH:32][C:33]1[CH:38]=[CH:37][C:36](B(O)O)=[CH:35][CH:34]=1)(=[O:31])=[O:30]>>[OH:16][C@@H:11]1[CH2:12][CH2:13][CH2:14][CH2:15][C@H:10]1[NH:9][C:7](=[O:8])[C:6]1[CH:17]=[C:2]([C:36]2[CH:35]=[CH:34][C:33]([NH:32][S:29]([CH3:28])(=[O:30])=[O:31])=[CH:38][CH:37]=2)[C:3]([O:22][CH2:23][C:24]([F:27])([F:26])[F:25])=[N:4][C:5]=1[C:18]([F:21])([F:20])[F:19]. Reported procedure: The title compound was synthesized in analogy to Example 1d, using 5-bromo-N-((1R,2R)-2-hydroxy-cyclohexyl)-6-(2,2,2-trifluoro-ethoxy)-2-trifluoromethyl-nicotinamide and 4-methanesulfonylaminophenylboronic acid as starting materials, MS (ISP) 556.1 (M+H)+. Product: O[C@H]1[C@@H](CCCC1)NC(C1=C(N=C(C(=C1)C1=CC=C(C=C1)NS(=O)(=O)C)OCC(F)(F)F)C(F)(F)F)=O (N-((1R,2R)-2-hydroxy-cyclohexyl)-5-(4-methanesulfonylamino-phenyl)-6-(2,2,2-trifluoro-ethoxy)-2-trifluoromethyl-nicotinamide). The reactants are BrC=1C(=NC(=C(C(=O)N[C@H]2[C@@H](CCCC2)O)C1)C(F)(F)F)OCC(F)(F)F (5-bromo-N-((1R,2R)-2-hydroxy-cyclohexyl)-6-(2,2,2-trifluoro-ethoxy)-2-trifluoromethyl-nicotinamide), CS(=O)(=O)NC1=CC=C(C=C1)B(O)O (4-methanesulfonylaminophenylboronic acid).